This data is from the Open Reaction Database (ORD), a public repository of structured organic reaction records. The task is: describe an organic reaction: reactants, conditions, products, and yield Starting materials: O=C([O-])[O-], N#Cc1cccnc1Cl, [Cs+], [Cs+], OB(O)c1ccc(F)nc1, C1COCCO1, O. Yields the product N#Cc1cccnc1-c1ccc(F)nc1. Reaction SMILES: [C:26](=[O:27])([O-:28])[O-:29].[Cl:1][c:2]1[n:3][cH:4][cH:5][cH:6][c:7]1[C:8]#[N:9].[Cs+:30].[Cs+:31].[F:10][c:11]1[n:12][cH:13][c:14]([B:17]([OH:18])[OH:19])[cH:15][cH:16]1.[O:20]1[CH2:21][CH2:22][O:23][CH2:24][CH2:25]1.[OH2:32]>>[c:2]1(-[c:14]2[cH:13][n:12][c:11]([F:10])[cH:16][cH:15]2)[n:3][cH:4][cH:5][cH:6][c:7]1[C:8]#[N:9]. Reactants: BrCC1=C(C=CC=C1)C(F)(F)F (1-(bromomethyl)-2-(trifluoromethyl)benzene), 5,6-dihydrospiro[benzo[1,2-b:5,4-b′]difuran-3,3′-indol]-2″(1′H)-one, BrCC1OCCCC1 (2-(bromomethyl)tetrahydro-2H-pyran), N1C([C@@]2(C3=CC=CC=C13)COC1=CC3=C(OCCO3)C=C12)=O ((8R)-2,3-dihydrospiro[furo[2,3-g][1,4]benzodioxine-8,3′-indol]-2′(1′H)-one). Product: FC(C1=C(CN2C([C@@]3(C4=CC=CC=C24)COC2=CC4=C(OCCO4)C=C23)=O)C=CC=C1)(F)F ((8R)-1′-[2-(trifluoromethyl)benzyl]-2,3-dihydrospiro[furo[2,3-g][1,4]benzodioxine-8,3′-indol]-2′(1′H)-one). RXN SMILES: Br[CH2:2][C:3]1[CH:8]=[CH:7][CH:6]=[CH:5][C:4]=1[C:9]([F:12])([F:11])[F:10].BrCC1CCCCO1.[NH:21]1[C:29]2[C:24](=[CH:25][CH:26]=[CH:27][CH:28]=2)[C@:23]2([C:41]3[C:32](=[CH:33][C:34]4[O:39][CH2:38][CH2:37][O:36][C:35]=4[CH:40]=3)[O:31][CH2:30]2)[C:22]1=[O:42]>>[F:10][C:9]([F:12])([F:11])[C:4]1[CH:5]=[CH:6][CH:7]=[CH:8][C:3]=1[CH2:2][N:21]1[C:29]2[C:24](=[CH:25][CH:26]=[CH:27][CH:28]=2)[C@:23]2([C:41]3[C:32](=[CH:33][C:34]4[O:39][CH2:38][CH2:37][O:36][C:35]=4[CH:40]=3)[O:31][CH2:30]2)[C:22]1=[O:42]. Procedure: Following the procedure as described in EXAMPLE 4 and making non-critical variations using 1-(bromomethyl)-2-(trifluoromethyl)benzene to replace 2-(bromomethyl)tetrahydro-2H-pyran, and (8R)-2,3-dihydrospiro[furo[2,3-g][1,4]benzodioxine-8,3′-indol]-2′(1′H)-one to replace 5,6-dihydrospiro[benzo[1,2-b:5,4-b′]difuran-3,3′-indol]-2″(1′H)-one, (8R)-1′-[2-(trifluoromethyl)benzyl]-2,3-dihydrospiro[furo[2,3-g][1,4]benzodioxine-8,3′-indol]-2′(1′H)-one was obtained (87%) as a colorless solid: mp 137-138° C... The reactants are CC(O)(CO)c1cccc(Br)n1, O=C([O-])[O-], CCC(C)(C)O, CCOC(C)=O, CO, [K+], [K+], NC(=O)c1nc(-c2ccc(Cl)cc2)sc1N. The product is CC(O)(CO)c1cccc(Nc2sc(-c3ccc(Cl)cc3)nc2C(N)=O)n1. RXN SMILES: [Br:17][c:18]1[cH:19][cH:20][cH:21][c:22]([C:24]([CH2:25][OH:26])([CH3:27])[OH:28])[n:23]1.[C:29](=[O:30])([O-:31])[O-:32].[C:35]([OH:36])([CH2:37][CH3:38])([CH3:39])[CH3:40].[CH3:41][CH2:42][O:43][C:44](=[O:45])[CH3:46].[CH3:47][OH:48].[K+:33].[K+:34].[NH2:1][c:2]1[c:3]([C:14](=[O:15])[NH2:16])[n:4][c:5](-[c:7]2[cH:8][cH:9][c:10]([Cl:13])[cH:11][cH:12]2)[s:6]1>>[NH:1]([c:2]1[c:3]([C:14](=[O:15])[NH2:16])[n:4][c:5](-[c:7]2[cH:8][cH:9][c:10]([Cl:13])[cH:11][cH:12]2)[s:6]1)[c:18]1[cH:19][cH:20][cH:21][c:22]([C:24]([CH2:25][OH:26])([CH3:27])[OH:28])[n:23]1.